Task: describe an organic reaction: reactants, conditions, products, and yield. Dataset: the Open Reaction Database (ORD), a public repository of structured organic reaction records The reactants are ClC1=CC=C(CCNC(=O)C2=CC=C(OC3=C(C=C(C=C3)C(C(=O)OC(C)(C)C)F)C#N)C=C2)C=C1 (tert-butyl 2-(4-(4-((4-chlorophenethyl)carbamoyl)phenoxy)-3-cyanophenyl)-2-fluoroacetate), C(=O)(C(F)(F)F)O (TFA). The solvent is ClCCl (dichloromethane). Yields the product ClC1=CC=C(CCNC(=O)C2=CC=C(OC3=C(C=C(C=C3)C(C(=O)O)F)C#N)C=C2)C=C1 (2-(4-(4-((4-chlorophenethyl)carbamoyl)phenoxy)-3-cyanophenyl)-2-fluoroacetic acid). The yield is 103.7%. RXN SMILES: [Cl:1][C:2]1[CH:36]=[CH:35][C:5]([CH2:6][CH2:7][NH:8][C:9]([C:11]2[CH:34]=[CH:33][C:14]([O:15][C:16]3[CH:21]=[CH:20][C:19]([CH:22]([F:30])[C:23]([O:25]C(C)(C)C)=[O:24])=[CH:18][C:17]=3[C:31]#[N:32])=[CH:13][CH:12]=2)=[O:10])=[CH:4][CH:3]=1.C(O)(C(F)(F)F)=O>ClCCl>[Cl:1][C:2]1[CH:3]=[CH:4][C:5]([CH2:6][CH2:7][NH:8][C:9]([C:11]2[CH:34]=[CH:33][C:14]([O:15][C:16]3[CH:21]=[CH:20][C:19]([CH:22]([F:30])[C:23]([OH:25])=[O:24])=[CH:18][C:17]=3[C:31]#[N:32])=[CH:13][CH:12]=2)=[O:10])=[CH:35][CH:36]=1. Procedure details: A flask was charged with tert-butyl 2-(4-(4-((4-chlorophenethyl)carbamoyl)phenoxy)-3-cyanophenyl)-2-fluoroacetate (0.026 g), 0.5 ml of dichloromethane and 0.2 ml of TFA. The reaction was concentrated, and the residue was dissolved in a minimal amount of dichloromethane and placed under high vacuum to give a solid. The procedure was repeated to give 2-(4-(4-((4-chlorophenethyl)carbamoyl)phenoxy)-3-cyanophenyl)-2-fluoroacetic acid (0.024 g) as a tan solid. Starting materials: CCOC(=O)C1(CCOC)CCN(C(=O)CC(C)(C)C)CC1, CCc1ccc(N)cc1, C[Al+]C, CCCCCCC, [Cl-]. The product is CCc1ccc(N2CCC3(CCN(C(=O)CC(C)(C)C)CC3)C2=O)cc1. RXN SMILES: [CH2:1]([O:2][C:4](=[O:5])[C:6]1([CH2:19][CH2:20][O:3][CH3:21])[CH2:7][CH2:8][N:9]([C:12]([CH2:13][C:14]([CH3:15])([CH3:16])[CH3:17])=[O:18])[CH2:10][CH2:11]1)[CH3:22].[CH2:27]([CH3:28])[c:29]1[cH:30][cH:31][c:32]([NH2:33])[cH:34][cH:35]1.[CH3:24][Al+:25][CH3:26].[CH3:36][CH2:37][CH2:38][CH2:39][CH2:40][CH2:41][CH3:42].[Cl-:23]>>[C:4]1(=[O:5])[C:6]2([CH2:7][CH2:8][N:9]([C:12]([CH2:13][C:14]([CH3:15])([CH3:16])[CH3:17])=[O:18])[CH2:10][CH2:11]2)[CH2:19][CH2:20][N:33]1[c:32]1[cH:31][cH:30][c:29]([CH2:27][CH3:28])[cH:35][cH:34]1. The product is FC1=C(C=C(C=C1)F)[C@@H]1N(CCC1)C1=NC=2N(C=C1)N=CC2C(=O)OCC ((R)-ethyl 5-(2-(2,5-difluorophenyl)pyrrolidin-1-yl)pyrazolo[1,5-a]pyrimidine-3-carboxylate). The yield is 64.6%. Reaction SMILES: Cl[C:2]1[CH:7]=[CH:6][N:5]2[N:8]=[CH:9][C:10]([C:11]([O:13][CH2:14][CH3:15])=[O:12])=[C:4]2[N:3]=1.[F:16][C:17]1[CH:22]=[CH:21][C:20]([F:23])=[CH:19][C:18]=1[C@H:24]1[CH2:28][CH2:27][CH2:26][NH:25]1.C(N(C(C)C)CC)(C)C.C(O)CCC>CCOC(C)=O.O>[F:16][C:17]1[CH:22]=[CH:21][C:20]([F:23])=[CH:19][C:18]=1[C@H:24]1[CH2:28][CH2:27][CH2:26][N:25]1[C:2]1[CH:7]=[CH:6][N:5]2[N:8]=[CH:9][C:10]([C:11]([O:13][CH2:14][CH3:15])=[O:12])=[C:4]2[N:3]=1. Procedure: A mixture of ethyl 5-chloropyrazolo[1,5-a]pyrimidine-3-carboxylate (Preparation B, 2.00 g, 8.86 mmol), (R)-2-(2,5-difluorophenyl)pyrrolidine (Preparation A, 1.62 g, 8.86 mmol), diisopropylethylamine (3.09 mL, 17.7 mmol) and butan-1-ol (2.95 ml, 8.86 mmol) was heated at 100° C. for 15 hours. The reaction mixture was cooled to ambient temperature and was diluted with EtOAc (30 mL) and water (10 mL). Undissolved solid was filtered and washed with Et2O to afford the title compound as a light orange ... Starting materials: ClC1=NC=2N(C=C1)N=CC2C(=O)OCC (ethyl 5-chloropyrazolo[1,5-a]pyrimidine-3-carboxylate), FC1=C(C=C(C=C1)F)[C@@H]1NCCC1 ((R)-2-(2,5-difluorophenyl)pyrrolidine), C(C)(C)N(CC)C(C)C (diisopropylethylamine), C(CCC)O (butan-1-ol). The solvent is CCOC(=O)C (EtOAc), O (water). Reaction conditions: temperature 100 celsius.